Dataset: the Open Reaction Database (ORD), a public repository of structured organic reaction records. Task: describe an organic reaction: reactants, conditions, products, and yield Reactants: O=C(c1ccc(OCCCCCl)cc1)c1ccc(OCc2ccccc2)cc1, [Mg+]Cc1ccccc1, [Cl-], [Cl-], [NH4+], C1CCOC1. The product is OC(Cc1ccccc1)(c1ccc(OCCCCCl)cc1)c1ccc(OCc2ccccc2)cc1. RXN SMILES: [CH2:1]([c:2]1[cH:3][cH:4][cH:5][cH:6][cH:7]1)[O:8][c:9]1[cH:10][cH:11][c:12]([C:13](=[O:14])[c:15]2[cH:16][cH:17][c:18]([O:21][CH2:22][CH2:23][CH2:24][CH2:25][Cl:26])[cH:19][cH:20]2)[cH:27][cH:28]1.[CH2:30]([c:31]1[cH:32][cH:33][cH:34][cH:35][cH:36]1)[Mg+:37].[Cl-:29].[Cl-:38].[NH4+:39].[O:40]1[CH2:41][CH2:42][CH2:43][CH2:44]1>>[CH2:1]([c:2]1[cH:3][cH:4][cH:5][cH:6][cH:7]1)[O:8][c:9]1[cH:10][cH:11][c:12]([C:13]([OH:14])([c:15]2[cH:16][cH:17][c:18]([O:21][CH2:22][CH2:23][CH2:24][CH2:25][Cl:26])[cH:19][cH:20]2)[CH2:30][c:31]2[cH:32][cH:33][cH:34][cH:35][cH:36]2)[cH:27][cH:28]1.